Dataset: the Open Reaction Database (ORD), a public repository of structured organic reaction records. Task: describe an organic reaction: reactants, conditions, products, and yield The product is COC1CC(n2cc(C=CBr)c(=O)[nH]c2=O)OC1CO. Reactants: O=C([O-])O, COc1ccc(C(OCC2OC(n3cc(C=CBr)c(=O)[nH]c3=O)CC2OC)(c2ccccc2)c2ccc(OC)cc2)cc1, CO, CO, ClC(Cl)Cl, ClCCl, [K+]. RXN SMILES: [C:51](=[O:52])([O-:53])[OH:54].[CH3:1][O:2][CH:3]1[CH2:4][CH:5]([n:33]2[c:34](=[O:35])[nH:36][c:37](=[O:38])[c:39]([CH:41]=[CH:42][Br:43])[cH:40]2)[O:6][CH:7]1[CH2:8][O:9][C:10]([c:11]1[cH:12][cH:13][cH:14][cH:15][cH:16]1)([c:17]1[cH:18][cH:19][c:20]([O:21][CH3:22])[cH:23][cH:24]1)[c:25]1[cH:26][cH:27][c:28]([O:29][CH3:30])[cH:31][cH:32]1.[CH3:44][OH:45].[CH3:46][OH:47].[CH:56]([Cl:57])([Cl:58])[Cl:59].[Cl:48][CH2:49][Cl:50].[K+:55]>>[CH3:1][O:2][CH:3]1[CH2:4][CH:5]([n:33]2[c:34](=[O:35])[nH:36][c:37](=[O:38])[c:39]([CH:41]=[CH:42][Br:43])[cH:40]2)[O:6][CH:7]1[CH2:8][OH:9]. Starting materials: ClCCCCCCCCOc1cccc2ccccc12, Nc1ccccc1. The product is c1ccc(NCCCCCCCCOc2cccc3ccccc23)cc1. Reaction SMILES: [Cl:1][CH2:2][CH2:3][CH2:4][CH2:5][CH2:6][CH2:7][CH2:8][CH2:9][O:10][c:11]1[cH:12][cH:13][cH:14][c:15]2[cH:16][cH:17][cH:18][cH:19][c:20]12.[NH2:21][c:22]1[cH:23][cH:24][cH:25][cH:26][cH:27]1>>[CH2:2]([CH2:3][CH2:4][CH2:5][CH2:6][CH2:7][CH2:8][CH2:9][O:10][c:11]1[cH:12][cH:13][cH:14][c:15]2[cH:16][cH:17][cH:18][cH:19][c:20]12)[NH:21][c:22]1[cH:23][cH:24][cH:25][cH:26][cH:27]1.